This data is from the Open Reaction Database (ORD), a public repository of structured organic reaction records. The task is: describe an organic reaction: reactants, conditions, products, and yield Starting materials: BrCC(=O)OCC (Ethyl bromoacetate), N1C=CC2=CC=CC(=C12)C#N (1H-indole-7-carbonitrile), [H-].[Na+] (NaH). Yields the product C(#N)C=1C=CC=C2C=CN(C12)CC(=O)OCC (Ethyl 2-(7-cyano-1H-indol-1-yl)acetate). Yield: 80.0%. The solvent is O (water), CN(C)C=O (DMF), CN(C)C=O (DMF). Reaction conditions: time 30 minute. As a reaction SMILES: [NH:1]1[C:9]2[C:4](=[CH:5][CH:6]=[CH:7][C:8]=2[C:10]#[N:11])[CH:3]=[CH:2]1.[H-].[Na+].Br[CH2:15][C:16]([O:18][CH2:19][CH3:20])=[O:17]>CN(C=O)C.O>[C:10]([C:8]1[CH:7]=[CH:6][CH:5]=[C:4]2[C:9]=1[N:1]([CH2:15][C:16]([O:18][CH2:19][CH3:20])=[O:17])[CH:2]=[CH:3]2)#[N:11] |f:1.2|. Procedure: A solution of 1H-indole-7-carbonitrile (2.0 g, 14.08 mmol, 1.0 equiv.) in dry DMF (10 ml) was added at 0° C. to a suspension of NaH (0.845 g, 21.12 mmol, 1.5 equiv. 60% in mineral oil) in DMF (10 ml), and the mixture was stirred for 30 min. Ethyl bromoacetate (1.9 ml, 16.9 mmol, 1.2 equiv.) was added at 0° C., and stirring was carried out for 1 h at RT. When the reaction was complete (TLC monitoring), the mixture was cooled and diluted with water (60 ml). Extraction with ethyl acetate (3×80 ml) ... Reactants: N1=C(N=CC=C1)CC(=O)O (pyrimidin-2-yl-acetic acid), C(C1=CC=CC=C1)[C@H]1CN(CCN1)C1=CC=C2C(=NN(C2=C1)C1CCCC1)CC (6-((S)-3-Benzyl-piperazin-1-yl)-1-cyclopentyl-3-ethyl-1H-indazole), C(C1=CC=CC=C1)[C@H]1CN(CCN1)C1=CC=C2C(=NN(C2=C1)C1CCCC1)CC (6-((S)-3-Benzyl-piperazin-1-yl)-1-cyclopentyl-3-ethyl-1H-indazole). Yields the product C(C1=CC=CC=C1)[C@@H]1N(CCN(C1)C1=CC=C2C(=NN(C2=C1)C1CCC1)CC)C(CC1=NC=CC=N1)=O ((S)-1-(2-benzyl-4-(1-cyclobutyl-3-ethyl-1H-indazol-6-yl)piperazin-1-yl)-2-(pyrimidin-2-yl)ethanone). As a reaction SMILES: [N:1]1[CH:6]=[CH:5][CH:4]=[N:3][C:2]=1[CH2:7][C:8]([OH:10])=O.[CH2:11]([C@@H:18]1[NH:23][CH2:22][CH2:21][N:20]([C:24]2[CH:32]=[C:31]3[C:27]([C:28]([CH2:38][CH3:39])=[N:29][N:30]3[CH:33]3[CH2:37][CH2:36][CH2:35]C3)=[CH:26][CH:25]=2)[CH2:19]1)[C:12]1[CH:17]=[CH:16][CH:15]=[CH:14][CH:13]=1>>[CH2:11]([C@H:18]1[CH2:19][N:20]([C:24]2[CH:32]=[C:31]3[C:27]([C:28]([CH2:38][CH3:39])=[N:29][N:30]3[CH:33]3[CH2:35][CH2:36][CH2:37]3)=[CH:26][CH:25]=2)[CH2:21][CH2:22][N:23]1[C:8](=[O:10])[CH2:7][C:2]1[N:1]=[CH:6][CH:5]=[CH:4][N:3]=1)[C:12]1[CH:13]=[CH:14][CH:15]=[CH:16][CH:17]=1. Reported procedure: Prepared by the method outlined for Example 189 using pyrimidin-2-yl-acetic acid and 6-((S)-3-benzyl-piperazin-1-yl)-1-cyclobutyl-3-ethyl-1H-indazole (Example 56, Compound 144) as starting materials. Product as an oil. LC/MS (Method B) 2.46 min, [M+1]+ 495. Potency class C. The reactants are CN, CCO, ClCCl, Cc1ccc(S(=O)(=O)OCCC2(O)CCc3cc(F)ccc3C2C(C)C)cc1. Yields the product CNCCC1(O)CCc2cc(F)ccc2C1C(C)C. RXN SMILES: [CH3:29][NH2:30].[CH3:31][CH2:32][OH:33].[Cl:34][CH2:35][Cl:36].[F:1][c:2]1[cH:3][c:4]2[c:9]([cH:10][cH:11]1)[CH:8]([CH:12]([CH3:13])[CH3:14])[C:7]([OH:15])([CH2:16][CH2:17][O:18][S:19]([c:20]1[cH:21][cH:22][c:23]([CH3:24])[cH:25][cH:26]1)(=[O:27])=[O:28])[CH2:6][CH2:5]2>>[F:1][c:2]1[cH:3][c:4]2[c:9]([cH:10][cH:11]1)[CH:8]([CH:12]([CH3:13])[CH3:14])[C:7]([OH:15])([CH2:16][CH2:17][NH:30][CH3:29])[CH2:6][CH2:5]2. The reactants are Cc1c(NC(=O)c2ccc(C(C)(C)C)cc2)cccc1B1OC(C)(C)C(C)(C)O1, CCOC(=O)c1ccc(Nc2cc(Br)cn(C)c2=O)cc1, COCCOC, [Na+], [Na+], O=C([O-])[O-], O, c1ccc(P(c2ccccc2)(c2ccccc2)[Pd](P(c2ccccc2)(c2ccccc2)c2ccccc2)(P(c2ccccc2)(c2ccccc2)c2ccccc2)P(c2ccccc2)(c2ccccc2)c2ccccc2)cc1. Product: CCOC(=O)c1ccc(Nc2cc(-c3cccc(NC(=O)c4ccc(C(C)(C)C)cc4)c3C)cn(C)c2=O)cc1. Reaction SMILES: [C:22]([CH3:23])([CH3:24])([CH3:25])[c:26]1[cH:27][cH:28][c:29]([C:30](=[O:31])[NH:32][c:33]2[c:34]([CH3:48])[c:35]([B:39]3[O:40][C:41]([CH3:42])([CH3:43])[C:44]([CH3:45])([CH3:46])[O:47]3)[cH:36][cH:37][cH:38]2)[cH:49][cH:50]1.[CH2:1]([CH3:2])[O:3][C:4]([c:5]1[cH:6][cH:7][c:8]([NH:11][c:12]2[c:13](=[O:20])[n:14]([CH3:19])[cH:15][c:16]([Br:18])[cH:17]2)[cH:9][cH:10]1)=[O:21].[CH3:57][O:58][CH2:59][CH2:60][O:61][CH3:62].[Na+:51].[Na+:52].[O-:53][C:54](=[O:55])[O-:56].[OH2:140].[cH:63]1[cH:64][cH:65][c:66]([P:67]([Pd:68]([P:69]([c:70]2[cH:71][cH:72][cH:73][cH:74][cH:75]2)([c:76]2[cH:77][cH:78][cH:79][cH:80][cH:81]2)[c:82]2[cH:83][cH:84][cH:85][cH:86][cH:87]2)([P:88]([c:89]2[cH:90][cH:91][cH:92][cH:93][cH:94]2)([c:95]2[cH:96][cH:97][cH:98][cH:99][cH:100]2)[c:101]2[cH:102][cH:103][cH:104][cH:105][cH:106]2)[P:107]([c:108]2[cH:109][cH:110][cH:111][cH:112][cH:113]2)([c:114]2[cH:115][cH:116][cH:117][cH:118][cH:119]2)[c:120]2[cH:121][cH:122][cH:123][cH:124][cH:125]2)([c:126]2[cH:127][cH:128][cH:129][cH:130][cH:131]2)[c:132]2[cH:133][cH:134][cH:135][cH:136][cH:137]2)[cH:138][cH:139]1>>[CH2:1]([CH3:2])[O:3][C:4]([c:5]1[cH:6][cH:7][c:8]([NH:11][c:12]2[c:13](=[O:20])[n:14]([CH3:19])[cH:15][c:16](-[c:35]3[c:34]([CH3:48])[c:33]([NH:32][C:30]([c:29]4[cH:28][cH:27][c:26]([C:22]([CH3:23])([CH3:24])[CH3:25])[cH:50][cH:49]4)=[O:31])[cH:38][cH:37][cH:36]3)[cH:17]2)[cH:9][cH:10]1)=[O:21]. The reactants are [BH4-], O=C1NC(=O)C(=Cc2ccc3c(c2)c2ccccc2c(=O)n3Cc2ccccc2)S1, C1CCOC1, Cl, [Li+], c1ccncc1. Product: O=C1NC(=O)C(Cc2ccc3c(c2)c2ccccc2c(=O)n3Cc2ccccc2)S1. As a reaction SMILES: [BH4-:37].[CH2:1]([c:2]1[cH:3][cH:4][cH:5][cH:6][cH:7]1)[n:8]1[c:9]2[cH:10][cH:11][c:12]([CH:23]=[C:24]3[C:25](=[O:30])[NH:26][C:27](=[O:29])[S:28]3)[cH:13][c:14]2[c:15]2[cH:16][cH:17][cH:18][cH:19][c:20]2[c:21]1=[O:22].[CH2:40]1[O:41][CH2:42][CH2:43][CH2:44]1.[ClH:39].[Li+:38].[cH:31]1[cH:32][cH:33][n:34][cH:35][cH:36]1>>[CH2:1]([c:2]1[cH:3][cH:4][cH:5][cH:6][cH:7]1)[n:8]1[c:9]2[cH:10][cH:11][c:12]([CH2:23][CH:24]3[C:25](=[O:30])[NH:26][C:27](=[O:29])[S:28]3)[cH:13][c:14]2[c:15]2[cH:16][cH:17][cH:18][cH:19][c:20]2[c:21]1=[O:22]. Starting materials: C(C1=CC=CC=C1)N1CC(OCC1)CC1=C(C=CC=C1)OC(F)F (N-benzyl-2-(2-difluoromethoxy-benzyl)-morpholine), C(=O)(OC(C)(C)C)N1C[C@H](OCC1)CC1=CC(=CC=C1)C=CC=1C=NC=CC1 (N-Boc-(R)-2-(3-(2-(3-pyridinyl)vinyl)-benzyl)morpholine), ClC(=O)OC(C)Cl (1-chloroethyl chloroformate). The product is FC(OC1=C(CC2CNCCO2)C=CC=C1)F (2-(2-Difluoromethoxy-benzyl)-morpholine). RXN SMILES: C([N:8]1[CH2:13][CH2:12][O:11][CH:10]([CH2:14][C:15]2[CH:20]=[CH:19][CH:18]=[CH:17][C:16]=2[O:21][CH:22]([F:24])[F:23])[CH2:9]1)C1C=CC=CC=1.C(N1CCO[C@H](CC2C=CC=C(C=CC3C=NC=CC=3)C=2)C1)(OC(C)(C)C)=O.ClC(OC(Cl)C)=O>>[F:24][CH:22]([F:23])[O:21][C:16]1[CH:17]=[CH:18][CH:19]=[CH:20][C:15]=1[CH2:14][CH:10]1[O:11][CH2:12][CH2:13][NH:8][CH2:9]1. Reported procedure: Example 75 was prepared as described for example 27, but using N-benzyl-2-(2-difluoromethoxy-benzyl)-morpholine, intermediate (a) and 1-chloroethyl chloroformate and example 75 was isolated as a colorless oil (7.9 mg). Yields the product CC1CN(Cc2ccccc2)CC(C)C1O. The reactants are CC1CN(Cc2ccccc2)CC(C)C1=O, CO. As a reaction SMILES: [CH2:1]([c:2]1[cH:3][cH:4][cH:5][cH:6][cH:7]1)[N:8]1[CH2:9][CH:10]([CH3:16])[C:11](=[O:15])[CH:12]([CH3:14])[CH2:13]1.[CH3:17][OH:18]>>[CH2:1]([c:2]1[cH:3][cH:4][cH:5][cH:6][cH:7]1)[N:8]1[CH2:9][CH:10]([CH3:16])[CH:11]([OH:15])[CH:12]([CH3:14])[CH2:13]1.